From a dataset of the Open Reaction Database (ORD), a public repository of structured organic reaction records. describe an organic reaction: reactants, conditions, products, and yield Reactants: Cl, CN(C(=O)N(C)C1CNCC1c1ccc(F)cc1)c1cc(C(F)(F)F)cc(C(F)(F)F)c1, O=C(O)c1cncnc1. Yields the product CN(C(=O)N(C)C1CN(C(=O)c2cncnc2)CC1c1ccc(F)cc1)c1cc(C(F)(F)F)cc(C(F)(F)F)c1. RXN SMILES: [ClH:1].[F:2][C:3]([c:4]1[cH:5][c:6]([N:14]([C:15](=[O:16])[N:17]([CH3:18])[CH:19]2[CH2:20][NH:21][CH2:22][CH:23]2[c:24]2[cH:25][cH:26][c:27]([F:30])[cH:28][cH:29]2)[CH3:31])[cH:7][c:8]([C:10]([F:11])([F:12])[F:13])[cH:9]1)([F:32])[F:33].[n:34]1[cH:35][n:36][cH:37][c:38]([C:40](=[O:41])[OH:42])[cH:39]1>>[F:2][C:3]([c:4]1[cH:5][c:6]([N:14]([C:15](=[O:16])[N:17]([CH3:18])[CH:19]2[CH2:20][N:21]([C:40]([c:38]3[cH:37][n:36][cH:35][n:34][cH:39]3)=[O:41])[CH2:22][CH:23]2[c:24]2[cH:25][cH:26][c:27]([F:30])[cH:28][cH:29]2)[CH3:31])[cH:7][c:8]([C:10]([F:11])([F:12])[F:13])[cH:9]1)([F:32])[F:33].